The task is: describe an organic reaction: reactants, conditions, products, and yield. This data is from the Open Reaction Database (ORD), a public repository of structured organic reaction records. The reactants are COC(=O)COc1c(CCC(C)C)c(OC)cc(OC)c1C(=O)CCc1cc(OC)c(O)c(OC)c1, CO, Cl, [K+], [OH-]. The product is COc1cc(CCC(=O)c2c(OC)cc(OC)c(CCC(C)C)c2OCC(=O)O)cc(OC)c1O. Reaction SMILES: [CH3:1][O:2][c:3]1[c:4]([CH2:32][CH2:33][CH:34]([CH3:35])[CH3:36])[c:5]([O:26][CH2:27][C:28](=[O:29])[O:30][CH3:31])[c:6]([C:11]([CH2:12][CH2:13][c:14]2[cH:15][c:16]([O:23][CH3:24])[c:17]([OH:22])[c:18]([O:20][CH3:21])[cH:19]2)=[O:25])[c:7]([O:9][CH3:10])[cH:8]1.[CH3:40][OH:41].[ClH:39].[K+:38].[OH-:37]>>[CH3:1][O:2][c:3]1[c:4]([CH2:32][CH2:33][CH:34]([CH3:35])[CH3:36])[c:5]([O:26][CH2:27][C:28](=[O:29])[OH:30])[c:6]([C:11]([CH2:12][CH2:13][c:14]2[cH:15][c:16]([O:23][CH3:24])[c:17]([OH:22])[c:18]([O:20][CH3:21])[cH:19]2)=[O:25])[c:7]([O:9][CH3:10])[cH:8]1. Reactants: [OH-].[Na+] (NaOH), CrO3, C(\C=C/C(=O)O)(=O)O.C(C=C)N1CCC2(CC1)C1=CC=CC=C1CC=1C(=CC=CC12)OC (1'-Allyl-4-methoxy-9,10-dihydroanthracene-9-spiro-4'-piperidine maleate). Reagents/catalysts: [O-2].[O-2].[O-2].[Cr+6] (chromium trioxide). Run in C(C)(=O)O (acetic acid), O (water), C(C)(=O)O (acetic acid), O (water). Conditions: time 3 hour. Product: C(C=C)N1CCC2(CC1)C1=CC=CC=C1C(C=1C(=CC=CC12)OC)=O (1'-allyl-4-methoxy-10-oxo-9,10-dihydroanthracene-9-spiro-4'-piperidine). RXN SMILES: C(O)(=O)/C=C\C(O)=[O:5].[CH2:9]([N:12]1[CH2:17][CH2:16][C:15]2([C:30]3[CH:29]=[CH:28][CH:27]=[C:26]([O:31][CH3:32])[C:25]=3[CH2:24][C:23]3[C:18]2=[CH:19][CH:20]=[CH:21][CH:22]=3)[CH2:14][CH2:13]1)[CH:10]=[CH2:11].[OH-].[Na+]>C(O)(=O)C.O.[O-2].[O-2].[O-2].[Cr+6]>[CH2:9]([N:12]1[CH2:13][CH2:14][C:15]2([C:30]3[CH:29]=[CH:28][CH:27]=[C:26]([O:31][CH3:32])[C:25]=3[C:24](=[O:5])[C:23]3[C:18]2=[CH:19][CH:20]=[CH:21][CH:22]=3)[CH2:16][CH2:17]1)[CH:10]=[CH2:11] |f:0.1,2.3,6.7.8.9|. Procedure: 1'-Allyl-4-methoxy-9,10-dihydroanthracene-9-spiro-4'-piperidine maleate (7.2 g.) in glacial acetic acid (20 ml.) is treated dropwise with stirring with chromium trioxide [60 ml. of a solution of CrO3 (21 g.) in glacial acetic acid (190 ml.) and water (10 ml.)]. The reaction mixture is stirred for 3 hours, diluted with water, basified (NaOH), and extracted with ether. The ether extract is washed with water and with brine, dried (MgSO4) and evaporated to give a solid which is recrystallised from c... Reactants: COC1(CC(CC1)C(=O)OC(C)(C)C)OC (tert-butyl 3,3-dimethoxycyclopentanecarboxylate), C(CC(O)(C(=O)O)CC(=O)O)(=O)O (citric acid), [Li+].CC(C)[N-]C(C)C (LDA), C(C)=O (acetaldehyde). The solvent is C1CCOC1 (THF), C1CCOC1 (THF). Reaction conditions: temperature -78 celsius, time 40 minute. Product: OC(C)C1(CC(CC1)(OC)OC)C(=O)OC(C)(C)C (tert-butyl 1-(1-hydroxyethyl)-3,3-dimethoxycyclopentanecarboxylate). RXN SMILES: [Li+].CC([N-]C(C)C)C.[CH3:9][O:10][C:11]1([O:23][CH3:24])[CH2:15][CH2:14][CH:13]([C:16]([O:18][C:19]([CH3:22])([CH3:21])[CH3:20])=[O:17])[CH2:12]1.[CH:25](=[O:27])[CH3:26].C(O)(=O)CC(CC(O)=O)(C(O)=O)O>C1COCC1>[OH:27][CH:25]([C:13]1([C:16]([O:18][C:19]([CH3:20])([CH3:21])[CH3:22])=[O:17])[CH2:14][CH2:15][C:11]([O:23][CH3:24])([O:10][CH3:9])[CH2:12]1)[CH3:26] |f:0.1|. Procedure: To a cooled (−78° C.) solution of LDA (2M in THF/heptane, 39 mL, 78 mmol) in THF (40 mL) was added dropwise over 15 min tert-butyl 3,3-dimethoxycyclopentanecarboxylate (15.0 g, 65.0 mmol) in 100 mL of THF. The resulting mixture was stirred at −78° C. for 40 min, then was treated dropwise with acetaldehyde (7.27 mL, 130 mmol). After stirring for an additional 45 min, the reaction mixture was poured into 500 mL of 10% citric acid solution. The mixture was extracted twice with ether and the combine... The reactants are O=C([O-])O, Cc1ccccc1, O, CCCCCCCCc1ccc2c(c1)CC(O)C2CC(CO)(CO)NC(C)=O, Cc1ccccc1S(=O)(=O)O. Product: CCCCCCCCc1ccc2c(c1)CC=C2CC(CO)(CO)NC(C)=O. RXN SMILES: [C:41](=[O:42])([OH:43])[O-:44].[CH3:45][c:46]1[cH:47][cH:48][cH:49][cH:50][cH:51]1.[OH2:40].[OH:1][CH2:2][C:3]([CH2:4][CH:5]1[CH:6]([OH:22])[CH2:7][c:8]2[cH:9][c:10]([CH2:14][CH2:15][CH2:16][CH2:17][CH2:18][CH2:19][CH2:20][CH3:21])[cH:11][cH:12][c:13]21)([CH2:23][OH:24])[NH:25][C:26]([CH3:27])=[O:28].[c:29]1([CH3:30])[c:31]([S:32]([OH:33])(=[O:34])=[O:35])[cH:36][cH:37][cH:38][cH:39]1>>[OH:1][CH2:2][C:3]([CH2:4][C:5]1=[CH:6][CH2:7][c:8]2[cH:9][c:10]([CH2:14][CH2:15][CH2:16][CH2:17][CH2:18][CH2:19][CH2:20][CH3:21])[cH:11][cH:12][c:13]21)([CH2:23][OH:24])[NH:25][C:26]([CH3:27])=[O:28]. Starting materials: C1CCC2C(NC=3C=CC=CC3C21)=O (1,2,3,3a,5,9b-Hexahydrocyclopenta[c]quinolin-4-one), COC=1C=CC(=CC1)P2(=S)SP(=S)(S2)C=3C=CC(=CC3)OC (Lawesson's reagent), COC=1C=CC(=CC1)P2(=S)SP(=S)(S2)C=3C=CC(=CC3)OC (Lawesson's reagent). The solvent is C(OC)COC (dimethoxyethane). Reaction conditions: time 3 hour. Product: C1CCC2C(NC=3C=CC=CC3C21)=S (1,2,3,3a,5,9b-Hexahydrocyclopenta[c]quinoline-4-thione). RXN SMILES: [CH2:1]1[CH:13]2[CH:4]([C:5](=O)[NH:6][C:7]3[CH:8]=[CH:9][CH:10]=[CH:11][C:12]=32)[CH2:3][CH2:2]1.COC1C=CC(P2(SP(C3C=CC(OC)=CC=3)(=S)S2)=[S:24])=CC=1>C(COC)OC>[CH2:1]1[CH:13]2[CH:4]([C:5](=[S:24])[NH:6][C:7]3[CH:8]=[CH:9][CH:10]=[CH:11][C:12]=32)[CH2:3][CH2:2]1. Procedure: 1,2,3,3a,5,9b-Hexahydrocyclopenta[c]quinolin-4-one (153 mg, 0.82 mmol) and Lawesson's reagent (363 mg, 0.9 mmol) are stirred in dimethoxyethane (20 ml) at room temperature. After 3 hours, another portion of Lawesson's reagent (363 mg, 0.9 mmol) is added to it. After 3 hours, the batch is concentrated by evaporation, and the residue is purified by column chromatography on silica gel (eluant: hexane-ethyl acetate). Starting materials: O (water), BrCCCCCCCN1C(=NC(=C1C1=CC=CC=C1)C1=CC=CC=C1)C1=CC=CC=C1 (1-(7-Bromoheptyl)-2,4,5-triphenylimidazole), [C-]#N.[Na+] (sodium cyanide). As a reaction SMILES: Br[CH2:2][CH2:3][CH2:4][CH2:5][CH2:6][CH2:7][CH2:8][N:9]1[C:13]([C:14]2[CH:19]=[CH:18][CH:17]=[CH:16][CH:15]=2)=[C:12]([C:20]2[CH:25]=[CH:24][CH:23]=[CH:22][CH:21]=2)[N:11]=[C:10]1[C:26]1[CH:31]=[CH:30][CH:29]=[CH:28][CH:27]=1.[C-:32]#[N:33].[Na+].O>CS(C)=O>[C:32]([CH2:2][CH2:3][CH2:4][CH2:5][CH2:6][CH2:7][CH2:8][N:9]1[C:13]([C:14]2[CH:19]=[CH:18][CH:17]=[CH:16][CH:15]=2)=[C:12]([C:20]2[CH:25]=[CH:24][CH:23]=[CH:22][CH:21]=2)[N:11]=[C:10]1[C:26]1[CH:31]=[CH:30][CH:29]=[CH:28][CH:27]=1)#[N:33] |f:1.2|. Procedure details: 1-(7-Bromoheptyl)-2,4,5-triphenylimidazole (7 g) in dry dimethylsulphoxide (15 ml) was added over 20 minutes to a mixture of sodium cyanide (0.87 g) in dimethyl-sulphoxide (25 ml). The reaction was stirred at 40° C. for 1 hour. The cooled reaction mixture was poured into water (800 ml) and extracted with diethyl ether (4×100 ml). The extracts were combined, washed with water, dried over anhydrous magnesium sulphate and evaporated to dryness in vacuo. Recrystallisation from dichloro-methane/hexan... Isolated yield 59.6%. Reaction conditions: temperature 40 celsius, time 1 hour. Yields the product C(#N)CCCCCCCN1C(=NC(=C1C1=CC=CC=C1)C1=CC=CC=C1)C1=CC=CC=C1 (1-(7-cyanoheptyl)-2,4,5-triphenylimidazole). Solvent: CS(=O)C (dimethylsulphoxide), CS(=O)C (dimethyl-sulphoxide). Reactants: OC=1C=C2CCCC(C2=CC1)=O (6-hydroxy-1-tetralone), BrCC1CC1 ((bromomethyl)cyclopropane), C(=O)([O-])[O-].[K+].[K+] (K2CO3). Solvent: C(C)#N (ACN), CCOC(=O)C (EtOAc). Conditions: temperature 80 celsius. Yields the product C1(CC1)COC=1C=C2CCCC(C2=CC1)=O (6-(cyclopropylmethoxy)-3,4-dihydronaphthalen-1(2H)-one). The yield is 86.5%. Reaction SMILES: [OH:1][C:2]1[CH:3]=[C:4]2[C:9](=[CH:10][CH:11]=1)[C:8](=[O:12])[CH2:7][CH2:6][CH2:5]2.Br[CH2:14][CH:15]1[CH2:17][CH2:16]1.C([O-])([O-])=O.[K+].[K+]>C(#N)C.CCOC(C)=O>[CH:15]1([CH2:14][O:1][C:2]2[CH:3]=[C:4]3[C:9](=[CH:10][CH:11]=2)[C:8](=[O:12])[CH2:7][CH2:6][CH2:5]3)[CH2:17][CH2:16]1 |f:2.3.4|. Procedure details: To a solution of 6-hydroxy-1-tetralone (2.0 g, 12.3 mmol) in ACN (30 mL) was added (bromomethyl)cyclopropane (2.0 g, 14.7 mmol) and K2CO3 (3.4 g, 24.6 mmol) at rt. The mixture was heated at 80° C. overnight. After the reaction was cooled to rt, it was diluted with EtOAc, filtered, and concentrated. The residue was purified by column chromatography (20:1 PE/EtOAc) to give 2.3 g (87%) of the title compound as a yellow solid. 1H NMR (300 MHz, CDCl3): δ 0.35-0.40 (2H, m), 0.65-0.71 (2H, m), 1.25-1.3...